This data is from the Open Reaction Database (ORD), a public repository of structured organic reaction records. The task is: describe an organic reaction: reactants, conditions, products, and yield Conditions: temperature 125 celsius, time 1 hour. The product is ClC1=C(COC=2C=CC=C3C=CC(=NC23)C)C(=CC=C1N(C(CNC(C=CC1=CC=C(C=C1)C1=NN=NN1)=O)=O)C)Cl (8-[2,6-dichloro-3-[N-methyl-N-[4-(5-tetrazolyl)cinnamoylglycyl]amino]-benzyloxy]-2-methylquinoline). Procedure details: A mixture of 8-[3-[N-(4-cyanocinnamoylglycyl)-N-methylamino]-2,6-dichlorobenzyloxy]-2-methylquinoline (76 mg) and trimethyltin azide (109 mg) in xylene (1 ml) was heated at 125° C. for 20 hours. After cooled, methanol-chloroform (1:4 V/V, 10 ml) and silica gel (296 mg) was added to the reaction mixture. The resulting suspension was stirred at ambient temperature for one hour. The silica gel was filtered off, and the filtrate was concentrated in vacuo. The residue was purified by preparative thin... The yield is 48.9%. As a reaction SMILES: [C:1]([C:3]1[CH:39]=[CH:38][C:6]([CH:7]=[CH:8][C:9]([NH:11][CH2:12][C:13]([N:15]([C:17]2[C:18]([Cl:37])=[C:19]([C:33]([Cl:36])=[CH:34][CH:35]=2)[CH2:20][O:21][C:22]2[CH:23]=[CH:24][CH:25]=[C:26]3[C:31]=2[N:30]=[C:29]([CH3:32])[CH:28]=[CH:27]3)[CH3:16])=[O:14])=[O:10])=[CH:5][CH:4]=1)#[N:2].C[Sn]([N:44]=[N+:45]=[N-:46])(C)C.ClC1C(N(C)C(=O)CNC(=O)C=CC2C=CC(C(=O)N(CC(=O)NC)C)=CC=2)=CC=C(Cl)C=1COC1C=CC=C2C=1N=C(C)C=C2>C1(C)C(C)=CC=CC=1>[Cl:37][C:18]1[C:17]([N:15]([CH3:16])[C:13](=[O:14])[CH2:12][NH:11][C:9](=[O:10])[CH:8]=[CH:7][C:6]2[CH:38]=[CH:39][C:3]([C:1]3[NH:46][N:45]=[N:44][N:2]=3)=[CH:4][CH:5]=2)=[CH:35][CH:34]=[C:33]([Cl:36])[C:19]=1[CH2:20][O:21][C:22]1[CH:23]=[CH:24][CH:25]=[C:26]2[C:31]=1[N:30]=[C:29]([CH3:32])[CH:28]=[CH:27]2. Starting materials: C(#N)C1=CC=C(C=CC(=O)NCC(=O)N(C)C=2C(=C(COC=3C=CC=C4C=CC(=NC34)C)C(=CC2)Cl)Cl)C=C1 (8-[3-[N-(4-cyanocinnamoylglycyl)-N-methylamino]-2,6-dichlorobenzyloxy]-2-methylquinoline), C[Sn](C)(C)N=[N+]=[N-] (trimethyltin azide), ClC1=C(COC=2C=CC=C3C=CC(=NC23)C)C(=CC=C1N(C(CNC(C=CC1=CC=C(C=C1)C(N(C)CC(NC)=O)=O)=O)=O)C)Cl (8-[2,6-Dichloro-3-[N-methyl-N-[4-[N-(methylcarbamoyl-methyl)-N-methylcarbamoyl]cinnamoylglycyl]amino]-benzyloxy]-2-methylquinoline). Solvent: C=1(C(=CC=CC1)C)C (xylene). The reactants are CC=1NC(=C(C(C1C(=O)OC)C1=CC(=CC=C1)NO)C(=O)OC(C)C)C (Methyl 1-Methylethyl 1,4-Dihydro-2,6-dimethyl-4-(3-hydroxylamino-phenyl)-3,5-pyridinedicarboxylate), FC(C1=CC(=CC=C1)C=O)(F)F (α,α,α-trifluoro-m-tolualdehyde). Product: CC=1NC(=C(C(C1C(=O)OC)C1=CC(=CC=C1)/N(=O)=C/C1=CC(=CC=C1)C(F)(F)F)C(=O)OC(C)C)C (Methyl 1-Methylethyl 1,4-Dihydro-2,6-dimethyl-4-{3 -[(Z)-N-(3-trifluoromethylphenylmethylene)-N-oxo-λ5 -azanyl]phenyl}-3,5-pyridinedicarboxylate). Reaction SMILES: [CH3:1][C:2]1[NH:3][C:4]([CH3:26])=[C:5]([C:20]([O:22][CH:23]([CH3:25])[CH3:24])=[O:21])[CH:6]([C:12]2[CH:17]=[CH:16][CH:15]=[C:14]([NH:18][OH:19])[CH:13]=2)[C:7]=1[C:8]([O:10][CH3:11])=[O:9].[F:27][C:28]([F:38])([F:37])[C:29]1[CH:34]=[CH:33][CH:32]=[C:31]([CH:35]=O)[CH:30]=1>>[CH3:1][C:2]1[NH:3][C:4]([CH3:26])=[C:5]([C:20]([O:22][CH:23]([CH3:24])[CH3:25])=[O:21])[CH:6]([C:12]2[CH:17]=[CH:16][CH:15]=[C:14]([N:18](=[CH:35][C:31]3[CH:32]=[CH:33][CH:34]=[C:29]([C:28]([F:27])([F:37])[F:38])[CH:30]=3)=[O:19])[CH:13]=2)[C:7]=1[C:8]([O:10][CH3:11])=[O:9]. Reported procedure: The reaction of hydroxylamine 82 (0.71 g, 2 mmol) with α,α,α-trifluoro-m-tolualdehyde (60) (0.348 g, 2 mmol) afforded, after workup, a light yellow solid. The crude product was recrystallized from ether/petroleum ether to obtain 0.80 g (1.55 mmol. 78%) of 85 as a white crystalline solid: mp 127°-129° C.; IR (CH2Cl2) 3440, 2980, 1698, 1624, 1558, 1475, 1332, 1300, 1215, 1100, 1018, 810 cm-1 ; 1H NMR (CDCl3) δ 1.14 (d, J=6.2 Hz, 3H), 1.26 (d, J=6.2 Hz, 3H), 2.29 (s, 6H), 3.65 (s, 3H), 4.97 (septet...